This data is from the Open Reaction Database (ORD), a public repository of structured organic reaction records. The task is: describe an organic reaction: reactants, conditions, products, and yield Starting materials: [Al+3], O=C([O-])O, COc1ccccc1, CON=C(c1noc(C)n1)c1cc(Cl)ccc1OCc1ccc(Cl)cc1, [Cl-], [Cl-], [Cl-], [Na+]. Product: CON=C(c1noc(C)n1)c1cc(Cl)ccc1O. RXN SMILES: [Al+3:2].[C:39](=[O:40])([OH:41])[O-:42].[CH3:31][O:32][c:33]1[cH:34][cH:35][cH:36][cH:37][cH:38]1.[CH3:5][O:6][N:7]=[C:8]([c:9]1[c:10]([O:16][CH2:17][c:18]2[cH:19][cH:20][c:21]([Cl:22])[cH:23][cH:24]2)[cH:11][cH:12][c:13]([Cl:15])[cH:14]1)[c:25]1[n:26][o:27][c:28]([CH3:30])[n:29]1.[Cl-:1].[Cl-:3].[Cl-:4].[Na+:43]>>[CH3:5][O:6][N:7]=[C:8]([c:9]1[c:10]([OH:16])[cH:11][cH:12][c:13]([Cl:15])[cH:14]1)[c:25]1[n:26][o:27][c:28]([CH3:30])[n:29]1.